From a dataset of the Open Reaction Database (ORD), a public repository of structured organic reaction records. describe an organic reaction: reactants, conditions, products, and yield The reactants are ClC1=CC=C(C=2SC3=CC=CC=C3C(C12)=O)O (1-Chloro-4-hydroxythioxanthone), C(C1=CC=CC=C1)(=O)Cl (Benzoyl chloride), COC1=CC=C(C=2SC3=CC=CC=C3C(C12)=O)OC (1,4-Dimethoxythioxanthone), C([O-])([O-])=O.[K+].[K+] (potassium carbonate). The solvent is O (water), CC(CC)=O (2-butanone). The product is C(C1=CC=CC=C1)(=O)OC1=CC=C(C=2C(C3=CC=CC=C3SC12)=O)Cl (4-Benzoyloxy-1-chlorothioxanthone). Yield: 74.0%. As a reaction SMILES: [Cl:1][C:2]1[C:15]2[C:14](=[O:16])[C:13]3[C:8](=[CH:9][CH:10]=[CH:11][CH:12]=3)[S:7][C:6]=2[C:5]([OH:17])=[CH:4][CH:3]=1.COC1C2[C:32](=[O:34])[C:31]3[C:26](=[CH:27][CH:28]=[CH:29][CH:30]=3)SC=2C(OC)=CC=1.C(=O)([O-])[O-].[K+].[K+].C(Cl)(=O)C1C=CC=CC=1>O.CC(=O)CC>[C:32]([O:17][C:5]1[C:6]2[S:7][C:8]3[C:13](=[CH:12][CH:11]=[CH:10][CH:9]=3)[C:14](=[O:16])[C:15]=2[C:2]([Cl:1])=[CH:3][CH:4]=1)(=[O:34])[C:31]1[CH:26]=[CH:27][CH:28]=[CH:29][CH:30]=1 |f:2.3.4|. Procedure: 1-Chloro-4-hydroxythioxanthone as prepared in Example 1 (6.6 g), potassium carbonate (4.1 g), 2-butanone (60 ml) and water (6 ml) were heated under reflux. Benzoyl chloride (5.3 g) was added over 20 minutes and the mixture heated under reflux for 3 hours. A solid precipitated from solution during the heating period. The mixture was cooled, quenched with water (120 ml), the solid filtered and recrystallised from 2-butanone with a charcoal treatment. The title compound (6.8 g; 74.0%) was obtained ... The reactants are O=c1cc(C(F)F)n(C2CC2)cc1OCc1ccccc1, CO. The product is O=c1cc(C(F)F)n(C2CC2)cc1O. As a reaction SMILES: [CH2:1]([c:2]1[cH:3][cH:4][cH:5][cH:6][cH:7]1)[O:8][c:9]1[c:10](=[O:21])[cH:11][c:12]([CH:18]([F:19])[F:20])[n:13]([CH:15]2[CH2:16][CH2:17]2)[cH:14]1.[CH3:22][OH:23]>>[OH:8][c:9]1[c:10](=[O:21])[cH:11][c:12]([CH:18]([F:19])[F:20])[n:13]([CH:15]2[CH2:16][CH2:17]2)[cH:14]1. The reactants are 3R, ClC1=CC=C2C(=C1)NC(C21C(NC(CC1C1=CC(=CC=C1)Cl)=O)C1=C(C=CC(=C1)I)OC1CCN(CC1)CC(=O)O)=O (6-chloro-4′-(3-chlorophenyl)-2′-[2-(1-hydroxycarbonylmethyl-4-piperidinyloxy)-5-iodo-phenyl]spiro[3H-indole-3,3′-piperidine]-2,6′(1H)-dione), CCN=C=NCCCN(C)C (EDCI), C=1C=CC2=C(C1)N=NN2O (HOBT), C(C)(C)N(CC)C(C)C (diisopropylethylamine), [NH4+].[Cl-] (NH4Cl). The solvent is CN(C=O)C (N,N-dimethylformamide). Reaction conditions: temperature 80 celsius. Product: C(N)(=O)CN1CCC(CC1)OC1=C(C=C(C=C1)I)C1NC(CC(C12C(NC1=CC(=CC=C12)Cl)=O)C1=CC(=CC=C1)Cl)=O (2′-[2-(1-carbamoylmethyl-4-piperidinyloxy)-5-iodo-phenyl]-6-chloro-4′-(3-chlorophenyl)spiro[3H-indole-3,3′-piperidine]-2,6′(1H)-dione), solid. The yield is 51.0%. RXN SMILES: [Cl:1][C:2]1[CH:7]=[C:6]2[NH:8][C:9](=[O:42])[C:10]3([CH:15]([C:16]4[CH:21]=[CH:20][CH:19]=[C:18]([Cl:22])[CH:17]=4)[CH2:14][C:13](=[O:23])[NH:12][CH:11]3[C:24]3[CH:29]=[C:28]([I:30])[CH:27]=[CH:26][C:25]=3[O:31][CH:32]3[CH2:37][CH2:36][N:35]([CH2:38][C:39](O)=[O:40])[CH2:34][CH2:33]3)[C:5]2=[CH:4][CH:3]=1.CC[N:45]=C=NCCCN(C)C.C1C=CC2N(O)N=NC=2C=1.C(N(C(C)C)CC)(C)C.[NH4+].[Cl-]>CN(C)C=O>[C:39]([CH2:38][N:35]1[CH2:36][CH2:37][CH:32]([O:31][C:25]2[CH:26]=[CH:27][C:28]([I:30])=[CH:29][C:24]=2[CH:11]2[C:10]3([C:5]4[C:6](=[CH:7][C:2]([Cl:1])=[CH:3][CH:4]=4)[NH:8][C:9]3=[O:42])[CH:15]([C:16]3[CH:21]=[CH:20][CH:19]=[C:18]([Cl:22])[CH:17]=3)[CH2:14][C:13](=[O:23])[NH:12]2)[CH2:33][CH2:34]1)(=[O:40])[NH2:45] |f:4.5|. Reported procedure: To a solution of racemic(2′R, 3R, 4′S)-6-chloro-4′-(3-chlorophenyl)-2′-[2-(1-hydroxycarbonylmethyl-4-piperidinyloxy)-5-iodo-phenyl]spiro[3H-indole-3,3′-piperidine]-2,6′(1H)-dione (50 mg, 0.069 mmol) in anhydrous N,N-dimethylformamide (2 mL) was added EDCI (26.5 mg, 0.139 mmol), HOBT (18.8 mg, 0.139 mmol), diisopropylethylamine (35.9 mg, 0.278 mmol), NH4Cl (7.4 mg, 0.278 mmol). The reaction mixture was heated at 80° C. for 1 h, then cooled to room temperature. The mixture was partitioned between ... Starting materials: ClC1=C(N=C(S1)NC=O)/C(/C(=O)N[C@H]1[C@@H]2N(C(=C(CS2)SCC=2C=NN(C2)C(C2=CC=CC=C2)(C2=CC=CC=C2)C2=CC=CC=C2)C(=O)OC(C2=CC=CC=C2)C2=CC=CC=C2)C1=O)=N/OC1C=CCC1 (diphenylmethyl 7β-[2-(5-chloro-2-formylaminothiazol-4-yl)-2-(Z)-(2-cyclopenten-1-yloxyimino)acetamido]-3-[(1-tritylpyrazol-4-yl)methylthio]-3-cephem-4-carboxylate), CO (methanol), Cl (hydrochloric acid). Run in O1CCCC1 (tetrahydrofurane). Reaction conditions: time 3 hour. Yields the product NC=1SC(=C(N1)/C(/C(=O)N[C@H]1[C@@H]2N(C(=C(CS2)SCC=2C=NNC2)C(=O)OC(C2=CC=CC=C2)C2=CC=CC=C2)C1=O)=N/OC1C=CCC1)Cl (diphenylmethyl 7β-[2-(2-amino-5-chlorothiazol-4-yl)-2-(Z)-(2-cyclopenten-1-yloxyimino)acetamido]-3-[(pyrazol-4-yl)methylthio]-3-cephem-4-carboxylate). Isolated yield 63.1%. As a reaction SMILES: [Cl:1][C:2]1[S:6][C:5]([NH:7]C=O)=[N:4][C:3]=1/[C:10](=[N:65]/[O:66][CH:67]1[CH2:71][CH2:70][CH:69]=[CH:68]1)/[C:11]([NH:13][C@@H:14]1[C:63](=[O:64])[N:16]2[C:17]([C:47]([O:49][CH:50]([C:57]3[CH:62]=[CH:61][CH:60]=[CH:59][CH:58]=3)[C:51]3[CH:56]=[CH:55][CH:54]=[CH:53][CH:52]=3)=[O:48])=[C:18]([S:21][CH2:22][C:23]3[CH:24]=[N:25][N:26](C(C4C=CC=CC=4)(C4C=CC=CC=4)C4C=CC=CC=4)[CH:27]=3)[CH2:19][S:20][C@H:15]12)=[O:12].CO.Cl>O1CCCC1>[NH2:7][C:5]1[S:6][C:2]([Cl:1])=[C:3](/[C:10](=[N:65]/[O:66][CH:67]2[CH2:71][CH2:70][CH:69]=[CH:68]2)/[C:11]([NH:13][C@@H:14]2[C:63](=[O:64])[N:16]3[C:17]([C:47]([O:49][CH:50]([C:57]4[CH:58]=[CH:59][CH:60]=[CH:61][CH:62]=4)[C:51]4[CH:56]=[CH:55][CH:54]=[CH:53][CH:52]=4)=[O:48])=[C:18]([S:21][CH2:22][C:23]4[CH:27]=[N:26][NH:25][CH:24]=4)[CH2:19][S:20][C@H:15]23)=[O:12])[N:4]=1. Reported procedure: To a stirred mixture of solution of diphenylmethyl 7β-[2-(5-chloro-2-formylaminothiazol-4-yl)-2-(Z)-(2-cyclopenten-1-yloxyimino)acetamido]-3-[(1-tritylpyrazol-4-yl)methylthio]-3-cephem-4-carboxylate (3.82 g) in the mixture of methanol (40 ml) and tetrahydrofurane (12 ml) was added dropwise conc. hydrochloric acid (i.56 ml) at room temperature. After the mixture was stirred for 3 hours, the solvent was evaporated in vacuo. The residue was diluted with the mixture of water and ethyl acetate while ... The reactants are Cc1nc(Br)[nH]c1C(=O)OC(C)C, ClCc1ccncc1, [H-], [Na+], C1CCOC1. Yields the product Cc1nc(Br)n(Cc2ccncc2)c1C(=O)OC(C)C. RXN SMILES: [Br:3][c:4]1[nH:5][c:6]([C:10](=[O:11])[O:12][CH:13]([CH3:14])[CH3:15])[c:7]([CH3:9])[n:8]1.[Cl:16][CH2:17][c:18]1[cH:19][cH:20][n:21][cH:22][cH:23]1.[H-:1].[Na+:2].[O:24]1[CH2:25][CH2:26][CH2:27][CH2:28]1>>[Br:3][c:4]1[n:5]([CH2:17][c:18]2[cH:19][cH:20][n:21][cH:22][cH:23]2)[c:6]([C:10](=[O:11])[O:12][CH:13]([CH3:14])[CH3:15])[c:7]([CH3:9])[n:8]1. Run at time 2 hour. Product: C(C1=CC=CC=C1)(=O)C(C(C(=O)O)(O)C(C1=CC=CC=C1)=O)(O)C(=O)O.C(#N)C1=C(C=CC=C1)C1(CCC1)C1N(CCC2=CC(=C(C=C12)OC)OC)C (1-[1-(2-cyanophenyl)cyclobutyl]-6,7-dimethoxy-2-methyl-1,2,3,4-tetrahydroisoquinoline (±)-dibenzoyltartrate). RXN SMILES: [BH4-].[Na+].[I-].[C:4]([C:6]1[CH:11]=[CH:10][CH:9]=[CH:8][C:7]=1[C:12]1([C:16]2[C:25]3[C:20](=[CH:21][C:22]([O:28][CH3:29])=[C:23]([O:26][CH3:27])[CH:24]=3)[CH2:19][CH2:18][N+:17]=2[CH3:30])[CH2:15][CH2:14][CH2:13]1)#[N:5].[OH-].[Na+].[C:33]([C:41]([C:56]([OH:58])=[O:57])([OH:55])[C:42]([C:47](=[O:54])[C:48]1[CH:53]=[CH:52][CH:51]=[CH:50][CH:49]=1)([OH:46])[C:43]([OH:45])=[O:44])(=[O:40])[C:34]1[CH:39]=[CH:38][CH:37]=[CH:36][CH:35]=1>C(OCC)(=O)C.CCOCC.CC(O)C.CO>[C:47]([C:42]([C:43]([OH:45])=[O:44])([OH:46])[C:41]([C:33](=[O:40])[C:34]1[CH:39]=[CH:38][CH:37]=[CH:36][CH:35]=1)([OH:55])[C:56]([OH:58])=[O:57])(=[O:54])[C:48]1[CH:53]=[CH:52][CH:51]=[CH:50][CH:49]=1.[C:4]([C:6]1[CH:11]=[CH:10][CH:9]=[CH:8][C:7]=1[C:12]1([CH:16]2[C:25]3[C:20](=[CH:21][C:22]([O:28][CH3:29])=[C:23]([O:26][CH3:27])[CH:24]=3)[CH2:19][CH2:18][N:17]2[CH3:30])[CH2:15][CH2:14][CH2:13]1)#[N:5] |f:0.1,2.3,4.5,11.12|. Starting materials: [BH4-].[Na+] (Sodium borohydride), [I-].C(#N)C1=C(C=CC=C1)C1(CCC1)C1=[N+](CCC2=CC(=C(C=C12)OC)OC)C (1-[1-(2-cyanophenyl)cyclobutyl]-6,7-dimethoxy-2-methyl-3,4-dihydroisoquinolinium iodide), [OH-].[Na+] (sodium hydroxide), solution, C(C1=CC=CC=C1)(=O)C(C(C(=O)O)(O)C(C1=CC=CC=C1)=O)(O)C(=O)O ((±)-dibenzoyltartaric acid). Procedure: Sodium borohydride (0.465 G) was added portionwise to a mixture of 1-[1-(2-cyanophenyl)cyclobutyl]-6,7-dimethoxy-2-methyl-3,4-dihydroisoquinolinium iodide (6 g) and methanol (40 ml). The mixture was stirred for 2 hours then poured onto aqueous sodium hydroxide solution and the product extracted into ether. The solvent was removed from the extracts to give a gum which was dissolved in ethyl acetate and a little propan-2-ol. A 0.4M solution of (±)-dibenzoyltartaric acid in ether (35 ml) was added ... Solvent: C(C)(=O)OCC (ethyl acetate), CC(C)O (propan-2-ol), CO (methanol), CCOCC (ether). Reactants: O.NN (Hydrazine hydrate), OC1=C(C(=O)CCC(=O)O)C=CC=C1 (3-(2-hydroxybenzoyl)propionic acid). Run in O (water), O (water). Product: OC1=C(C=CC=C1)C=1CCC(NN1)=O (6-(2-hydroxyphenyl)-4,5-dihydro-3(2H)pyridazinone). As a reaction SMILES: O.[NH2:2][NH2:3].[OH:4][C:5]1[CH:17]=[CH:16][CH:15]=[CH:14][C:6]=1[C:7]([CH2:9][CH2:10][C:11](O)=[O:12])=O>O>[OH:4][C:5]1[CH:17]=[CH:16][CH:15]=[CH:14][C:6]=1[C:7]1[CH2:9][CH2:10][C:11](=[O:12])[NH:2][N:3]=1 |f:0.1|. Procedure details: Hydrazine hydrate (1.2 ml) was added to a stirred suspension of 3-(2-hydroxybenzoyl)propionic acid (3.1 g) in water (20 ml), and the mixture was heated under reflux for 3/4 hour. The mixture was diluted with an equal volume of water, allowed to cool, and filtered to give 6-(2-hydroxyphenyl)-4,5-dihydro-3(2H)pyridazinone (2.6 g) m.p. 211°-212°.